This data is from the Open Reaction Database (ORD), a public repository of structured organic reaction records. The task is: describe an organic reaction: reactants, conditions, products, and yield Reactants: CC(C)(C)c1ccc(CBr)cc1, C1CCOC1, CCOC(C)=O, [H-], [Na+], O, OCCO. Yields the product CC(C)(C)c1ccc(COCCO)cc1. As a reaction SMILES: [Br:7][CH2:8][c:9]1[cH:10][cH:11][c:12]([C:15]([CH3:16])([CH3:17])[CH3:18])[cH:13][cH:14]1.[CH2:20]1[O:21][CH2:22][CH2:23][CH2:24]1.[CH3:25][CH2:26][O:27][C:28]([CH3:29])=[O:30].[H-:6].[Na+:5].[OH2:19].[OH:1][CH2:2][CH2:3][OH:4]>>[O:1]([CH2:2][CH2:3][OH:4])[CH2:8][c:9]1[cH:10][cH:11][c:12]([C:15]([CH3:16])([CH3:17])[CH3:18])[cH:13][cH:14]1. Reactants: I(=O)(=O)(=O)[O-].[Na+] (Sodium metaperiodate), II (iodine), FC1=CC=C(C=C1)CCC(=O)OC (methyl 3-(4-fluorophenyl)propanoate). Solvent: S(O)(O)(=O)=O (sulfuric acid), S(O)(O)(=O)=O (sulfuric acid). Conditions: time 30 minute. Product: FC1=C(C=C(C=C1)CCC(=O)OC)I (methyl 3-(4-fluoro-3-iodophenyl)propanoate). As a reaction SMILES: I([O-])(=O)(=O)=O.[Na+].[I:7]I.[F:9][C:10]1[CH:15]=[CH:14][C:13]([CH2:16][CH2:17][C:18]([O:20][CH3:21])=[O:19])=[CH:12][CH:11]=1>S(=O)(=O)(O)O>[F:9][C:10]1[CH:11]=[CH:12][C:13]([CH2:16][CH2:17][C:18]([O:20][CH3:21])=[O:19])=[CH:14][C:15]=1[I:7] |f:0.1|. Procedure: Sodium metaperiodate (0.971 g, 4.54 mmol) was slowly added to a solution of iodine (3.43 g, 13.5 mmol) in sulfuric acid (86 ml). This was stirred at room temperature for 30 minutes. This dark brown iodinating solution was then slowly added to a solution of methyl 3-(4-fluorophenyl)propanoate (5.20 g, 28.5 mmol) in sulfuric acid (28.5 ml) (pre-cooled to 0° C.) taking care not to let the temperature rise above 30° C. This was stirred for 50 min. further, and then the reaction was quenched by pouri... Reactants: [BH4-], C1CCOC1, COC1=C(C)C(=O)OC1=O, Cl, [Na+]. Yields the product COC1=C(C)C(=O)OC1O. As a reaction SMILES: [BH4-:11].[CH2:14]1[O:15][CH2:16][CH2:17][CH2:18]1.[CH3:1][O:2][C:3]1=[C:8]([CH3:9])[C:7](=[O:10])[O:6][C:4]1=[O:5].[ClH:13].[Na+:12]>>[CH3:1][O:2][C:3]1=[C:8]([CH3:9])[C:7](=[O:10])[O:6][CH:4]1[OH:5]. The reactants are C1=2C(=O)OC(NC1=CC=CC2)=O (Isatoic anhydride), O[C@@H]1C[C@H](NC1)C(=O)O (trans-4-hydroxy-L-proline). Run in CS(=O)C (dimethyl sulfoxide). Reaction conditions: temperature 120 celsius, time 2 hour. Yields the product O[C@@H]1C[C@H]2C(NC3=C(C(N2C1)=O)C=CC=C3)=O ((2R,11aS)-2-Hydroxy-1,2,3,10,11,11a-Hexahydro-5H-Pyrrolo[2,1-c][1,4]Benzodiazepin-5,11-Dione). The yield is 78.6%. Reaction SMILES: [C:1]12[C:7](=[CH:8][CH:9]=[CH:10][CH:11]=1)[NH:6][C:5](=[O:12])[O:4][C:2]2=O.[OH:13][C@H:14]1[CH2:18][NH:17][C@H:16](C(O)=O)[CH2:15]1>CS(C)=O>[OH:13][C@H:14]1[CH2:18][N:17]2[C@H:16]([C:5](=[O:12])[NH:6][C:7]3[CH:8]=[CH:9][CH:10]=[CH:11][C:1]=3[C:2]2=[O:4])[CH2:15]1. Procedure: Isatoic anhydride (3.5 g) and trans-4-hydroxy-L-proline (2.8 g) were suspended in 60 ml of dimethyl sulfoxide and the suspension was heated with stirring at 120° C. for 2 hours. After allowing the reaction liquid to cool, the solvent was distilled off under reduced pressure and the resulting residue was washed with ethyl acetate and dried. The crude crystals were recrystallized from ethanol to give 3.9 g (yield 78.5%) of the title compound. Starting materials: C(#N)C1=CC=C(C=N1)C(=O)NC(NC1=CC=C(OCC(=O)OC(C)(C)C)C=C1)=O (t-butyl 4-[3-(6-cyanopyrid-3-ylcarbonyl)ureido]phenoxyacetate), N1=CC=CC=C1 (pyridine), S (H2S). The solvent is C(C)N(CC)CC (triethylamine). Yields the product C(N)(=S)C1=CC=C(C=N1)C(=O)NC(NC1=CC=C(OCC(=O)OC(C)(C)C)C=C1)=O (t-butyl 4-[3-(6-thiocarbamoylpyrid-3-ylcarbonyl)ureido]phenoxyacetate). RXN SMILES: [C:1]([C:3]1[N:8]=[CH:7][C:6]([C:9]([NH:11][C:12](=[O:29])[NH:13][C:14]2[CH:28]=[CH:27][C:17]([O:18][CH2:19][C:20]([O:22][C:23]([CH3:26])([CH3:25])[CH3:24])=[O:21])=[CH:16][CH:15]=2)=[O:10])=[CH:5][CH:4]=1)#[N:2].N1C=CC=CC=1.[SH2:36]>C(N(CC)CC)C>[C:1]([C:3]1[N:8]=[CH:7][C:6]([C:9]([NH:11][C:12](=[O:29])[NH:13][C:14]2[CH:28]=[CH:27][C:17]([O:18][CH2:19][C:20]([O:22][C:23]([CH3:24])([CH3:25])[CH3:26])=[O:21])=[CH:16][CH:15]=2)=[O:10])=[CH:5][CH:4]=1)(=[S:36])[NH2:2]. Reported procedure: In a similar manner to Example 1, starting material step (b), the product of step (a) (2.29 g), pyridine (105 ml), triethylamine (15 ml) and H2S gas were reacted to give t-butyl 4-[3-(6-thiocarbamoylpyrid-3-ylcarbonyl)ureido]phenoxyacetate (2.76 g) as a yellow solid: m.p. 248°-249° C. (decomposes); NMR Spectrum (DMSO-d6) 1.44 (9H, s), 4.62 (2H, s), 6.90 (2H, d), 7.49 (2H, d), 8.48 (1H, dd), 8.58 (1H, d), 9.10 (1H, d), 10.02 (1H, bs), 10.30 (1H, br s), 10.49 (1H, s), 11.30 (1H, s); Mass Spectrum ...